From a dataset of the Open Reaction Database (ORD), a public repository of structured organic reaction records. describe an organic reaction: reactants, conditions, products, and yield Starting materials: CCOC(=O)c1cn2ncc(C#N)c(Nc3ccc(Oc4ccccc4OC(C)(C)C(=O)NCCO)cc3)c2c1C, CCO, [Na+], [OH-], O. Yields the product Cc1c(C(=O)O)cn2ncc(C#N)c(Nc3ccc(Oc4ccccc4OC(C)(C)C(=O)NCCO)cc3)c12. Reaction SMILES: [CH2:1]([CH3:2])[O:3][C:4](=[O:5])[c:6]1[c:7]([CH3:41])[c:8]2[n:9]([n:10][cH:11][c:12]([C:38]#[N:39])[c:13]2[NH:14][c:15]2[cH:16][cH:17][c:18]([O:21][c:22]3[c:23]([O:28][C:29]([CH3:30])([CH3:31])[C:32]([NH:33][CH2:34][CH2:35][OH:36])=[O:37])[cH:24][cH:25][cH:26][cH:27]3)[cH:19][cH:20]2)[cH:40]1.[CH3:45][CH2:46][OH:47].[Na+:43].[OH-:42].[OH2:44]>>[O:3]=[C:4]([OH:5])[c:6]1[c:7]([CH3:41])[c:8]2[n:9]([n:10][cH:11][c:12]([C:38]#[N:39])[c:13]2[NH:14][c:15]2[cH:16][cH:17][c:18]([O:21][c:22]3[c:23]([O:28][C:29]([CH3:30])([CH3:31])[C:32]([NH:33][CH2:34][CH2:35][OH:36])=[O:37])[cH:24][cH:25][cH:26][cH:27]3)[cH:19][cH:20]2)[cH:40]1.